This data is from the Open Reaction Database (ORD), a public repository of structured organic reaction records. The task is: describe an organic reaction: reactants, conditions, products, and yield Starting materials: ClC(Cl)(OC(OC(Cl)(Cl)Cl)=O)Cl (triphosgene), ClC1=NC=C(C=N1)N (2-chloro-5-aminopyrimidine), CCN(C(C)C)C(C)C (DIPEA), Cl.COC(C(N)(C)C)=O (2,2-Dimethylglycine methyl ester hydrochloride). The reagents and catalysts are CN(C)C=1C=CN=CC1 (DMAP). Run in C(C)(=O)OCC.ClCCl (ethyl acetate dichloromethane), C(C)(=O)OCC (Ethyl acetate), C(C)(=O)OCC (ethyl acetate), C(C)(=O)OCC (ethyl acetate). Conditions: temperature 0 celsius, time 15 minute. The product is ClC1=NC=C(C=N1)N1C(NC(C1=O)(C)C)=O (3-(2-chloropyrimidin-5-yl)-5,5-dimethyl-imidazolidine-2,4-dione). RXN SMILES: ClC(Cl)(O[C:5](=[O:11])OC(Cl)(Cl)Cl)Cl.[Cl:13][C:14]1[N:19]=[CH:18][C:17]([NH2:20])=[CH:16][N:15]=1.CCN(C(C)C)C(C)C.Cl.C[O:32][C:33](=O)[C:34]([CH3:37])([CH3:36])[NH2:35]>C(OCC)(=O)C.CN(C1C=CN=CC=1)C.C(OCC)(=O)C.ClCCl>[Cl:13][C:14]1[N:19]=[CH:18][C:17]([N:20]2[C:33](=[O:32])[C:34]([CH3:37])([CH3:36])[NH:35][C:5]2=[O:11])=[CH:16][N:15]=1 |f:3.4,7.8|. Procedure: To a solution of triphosgene (1.38 g, 4.65 mmol) in Ethyl acetate (20 ml) at 0° C. a solution of 2-chloro-5-aminopyrimidine (1 g, 7.75 mmol)/DIPEA (8 ml, 4.65 mmol) in ethyl acetate (40 ml) was slowly added (20 minutes) and the reaction mixture was stirred for 15 minutes at the same temperature. Maintaining the reaction mixture at 0° C., vacuum was applied (10 minutes) for removing the excess of phosgene. A solution of DMAP (0.945 g, 7.75 mmol) in ethyl acetate/dichloromethane 1:1 (8 ml) was add...